Dataset: the Open Reaction Database (ORD), a public repository of structured organic reaction records. Task: describe an organic reaction: reactants, conditions, products, and yield Reactants: Cl (HCl), C1(=CC=CC=C1)P(C1=CC=CC=C1)C1=CC=CC=C1 (triphenylphosphine), C(C#CC)OC1=CC=C(C=C1)S(=O)(=O)Cl (4-but-2-ynyloxy-benzenesulfonyl chloride). Run in [Cl-].[Na+].O (brine), C(Cl)Cl (CH2Cl2), CN(C)C=O (DMF), C(Cl)Cl (CH2Cl2). Conditions: time 2 hour. Yields the product C(C#CC)OC1=CC=C(C=C1)S (4-But-2-ynyloxy-benzenethiol). The yield is 58.0%. As a reaction SMILES: C1(P(C2C=CC=CC=2)C2C=CC=CC=2)C=CC=CC=1.[CH2:20]([O:24][C:25]1[CH:30]=[CH:29][C:28]([S:31](Cl)(=O)=O)=[CH:27][CH:26]=1)[C:21]#[C:22][CH3:23].Cl>C(Cl)Cl.CN(C=O)C.[Cl-].[Na+].O>[CH2:20]([O:24][C:25]1[CH:26]=[CH:27][C:28]([SH:31])=[CH:29][CH:30]=1)[C:21]#[C:22][CH3:23] |f:5.6.7|. Procedure: To a solution of 11.8 g (0.045 mol) of triphenylphosphine in 10 mL of CH2Cl2 and 0.3 mL of DMF was added dropwise a solution of 4-but-2-ynyloxy-benzenesulfonyl chloride in 15 mL CH2Cl2. Stirred at room temperature for two hours, added 5 mL of 1N HCl, stirred for 30 min., and then added 15 mL of brine. The organics were separated and concentrated in vacuo. The residue was diluted with ether and filtered the insolubles. The filtrate was washed with 2.5N NaOH and the aqueous solution separated, aci... Starting materials: CC1N(C2=CC=CC=C2C1)NC(=O)C=1C=NC(=NC1)C1=CC(=CC=C1)F (2-(3-fluoro-phenyl)-pyrimidine-5-carboxylic acid (2-methyl-2,3-dihydro-indol-1-yl)-amide). Reagents/catalysts: O=[Mn]=O (MnO2). Solvent: C(Cl)Cl (DCM). The product is CC=1N(C2=CC=CC=C2C1)NC(=O)C=1C=NC(=NC1)C1=CC(=CC=C1)F (2-(3-fluoro-phenyl)-pyrimidine-5-carboxylic acid (2-methyl-indol-1-yl)-amide). Yield: 67.8%. Reaction SMILES: [CH3:1][CH:2]1[CH2:10][C:9]2[C:4](=[CH:5][CH:6]=[CH:7][CH:8]=2)[N:3]1[NH:11][C:12]([C:14]1[CH:15]=[N:16][C:17]([C:20]2[CH:25]=[CH:24][CH:23]=[C:22]([F:26])[CH:21]=2)=[N:18][CH:19]=1)=[O:13]>C(Cl)Cl.O=[Mn]=O>[CH3:1][C:2]1[N:3]([NH:11][C:12]([C:14]2[CH:15]=[N:16][C:17]([C:20]3[CH:25]=[CH:24][CH:23]=[C:22]([F:26])[CH:21]=3)=[N:18][CH:19]=2)=[O:13])[C:4]2[C:9]([CH:10]=1)=[CH:8][CH:7]=[CH:6][CH:5]=2. Procedure: A suspended solution of 2-(3-fluoro-phenyl)-pyrimidine-5-carboxylic acid (2-methyl-2,3-dihydro-indol-1-yl)-amide (0.98 mmol) and MnO2 (4.88 mmol) in DCM (15 mL) is stirred at rt for 2 h. The reaction mixture is filtered and the filtrate is concentrated in vacuo. The residue is purified by silica gel chromatography eluting with 0-40% EtOAc in heptane to afford 2-(3-fluoro-phenyl)-pyrimidine-5-carboxylic acid (2-methyl-indol-1-yl)-amide (230 mg, 97%) as a solid. MS: 347 (M+H); 1H NMR (300 MHz, CDC... Procedure details: Prepared according to the procedure described in Example 1, Step 6 using [5-(4-bromo-phenyl)-isoxazol-4-yl]-carbamic acid (R)-1-phenyl-ethyl ester and 4-(1-carboxycyclopropyl)phenylboronic acid. As a reaction SMILES: [C:1]1([C@H:7]([O:9][C:10](=[O:24])[NH:11][C:12]2[CH:13]=[N:14][O:15][C:16]=2[C:17]2[CH:22]=[CH:21][C:20](Br)=[CH:19][CH:18]=2)[CH3:8])[CH:6]=[CH:5][CH:4]=[CH:3][CH:2]=1.[C:25]([C:28]1([C:31]2[CH:36]=[CH:35][C:34](B(O)O)=[CH:33][CH:32]=2)[CH2:30][CH2:29]1)([OH:27])=[O:26]>>[C:1]1([C@H:7]([O:9][C:10]([NH:11][C:12]2[CH:13]=[N:14][O:15][C:16]=2[C:17]2[CH:22]=[CH:21][C:20]([C:34]3[CH:35]=[CH:36][C:31]([C:28]4([C:25]([OH:27])=[O:26])[CH2:30][CH2:29]4)=[CH:32][CH:33]=3)=[CH:19][CH:18]=2)=[O:24])[CH3:8])[CH:6]=[CH:5][CH:4]=[CH:3][CH:2]=1. Reactants: C1(=CC=CC=C1)[C@@H](C)OC(NC=1C=NOC1C1=CC=C(C=C1)Br)=O ([5-(4-bromo-phenyl)-isoxazol-4-yl]-carbamic acid (R)-1-phenyl-ethyl ester), C(=O)(O)C1(CC1)C1=CC=C(C=C1)B(O)O (4-(1-carboxycyclopropyl)phenylboronic acid). Product: C1(=CC=CC=C1)[C@@H](C)OC(=O)NC=1C=NOC1C1=CC=C(C=C1)C1=CC=C(C=C1)C1(CC1)C(=O)O (1-{4′-[4-((R)-1-Phenyl-ethoxycarbonylamino)-isoxazol-5-yl]-biphenyl-4-yl}-cyclopropanecarboxylic acid). Product: COC(=O)C(Cc1c[nH]c2ccccc12)NS(=O)(=O)c1ccc(Br)cc1. Starting materials: Brc1ccccc1, COC(=O)C(N)Cc1c[nH]c2ccccc12, Cl, Cl, O=S(=O)(Cl)Cl, c1ccncc1. As a reaction SMILES: [Br:23][c:24]1[cH:25][cH:26][cH:27][cH:28][cH:29]1.[CH3:2][O:3][C:4]([CH:5]([NH2:6])[CH2:7][c:8]1[cH:9][nH:10][c:11]2[cH:12][cH:13][cH:14][cH:15][c:16]12)=[O:17].[ClH:1].[ClH:30].[S:18](=[O:19])(=[O:20])([Cl:21])[Cl:22].[cH:31]1[cH:32][cH:33][n:34][cH:35][cH:36]1>>[CH3:2][O:3][C:4]([CH:5]([NH:6][S:18](=[O:19])(=[O:20])[c:27]1[cH:26][cH:25][c:24]([Br:23])[cH:29][cH:28]1)[CH2:7][c:8]1[cH:9][nH:10][c:11]2[cH:12][cH:13][cH:14][cH:15][c:16]12)=[O:17]. The reactants are [H][H] (hydrogen), N (ammonia), ClC1=C2N=CN(C2=NC(=N1)OCC1=CC=C(C=C1)[N+](=O)[O-])[C@H]1[C@H](OC(C)=O)[C@H](OC(C)=O)[C@H](O1)COC(C)=O (6-chloro-2-(4-nitrobenzyl)oxy-9-(2,3,5-tri-O-acetyl-β-D-ribofuranosyl)purine). Product: [N+](=O)([O-])C1=CC=C(COC=2N=C(C=3N=CN([C@H]4[C@H](O)[C@H](O)[C@@H](CO)O4)C3N2)N)C=C1 (2-(4-nitrobenzyl)oxyadenosine). The yield is 80.0%. RXN SMILES: [H][H].[NH3:3].Cl[C:5]1[N:13]=[C:12]([O:14][CH2:15][C:16]2[CH:21]=[CH:20][C:19]([N+:22]([O-:24])=[O:23])=[CH:18][CH:17]=2)[N:11]=[C:10]2[C:6]=1[N:7]=[CH:8][N:9]2[C@@H:25]1[O:37][C@H:36]([CH2:38][O:39]C(=O)C)[C@@H:31]([O:32]C(=O)C)[C@H:26]1[O:27]C(=O)C>>[N+:22]([C:19]1[CH:20]=[CH:21][C:16]([CH2:15][O:14][C:12]2[N:13]=[C:5]([NH2:3])[C:6]3[N:7]=[CH:8][N:9]([C:10]=3[N:11]=2)[C@@H:25]2[O:37][C@H:36]([CH2:38][OH:39])[C@@H:31]([OH:32])[C@H:26]2[OH:27])=[CH:17][CH:18]=1)([O-:24])=[O:23]. Procedure: A compound having a structure of the above formula was prepared where the substituents R1 and R2 are hydrogen and R3 is 4-nitrobenzyl (—CH2(4-nitro)C6H4). The compound (C17H18N6O7) was prepared by reaction of ammonia with 6-chloro-2-(4-nitrobenzyl)oxy-9-(2,3,5-tri-O-acetyl-β-D-ribofuranosyl)purine (Example 4) as described in Example 2, Step E. The final product was isolated in 80% yield as a solid with a melting point of 174-176° C. 1H-NMR (DMSO-d6): δ 3.5 (m, 1H); 3.6 (m, 1H); 3.8 (d, 1H, J=4);... The reactants are ClC=1C=C(C=CC1F)NC=1C2=C(N=CN1)SC1=C2CCN(C1)C(/C=C/CN1CCN(CC1)C(=O)OC(C)(C)C)=O (tert-Butyl 4-[(2E)-4-{4-[(3-chloro-4-fluorophenyl)amino]-5,8-dihydropyrido[4′,3′:4,5]thieno[2,3-d]pyrimidin-7(6H)-yl}-4-oxobut-2-en-1-yl]piperazine-1-carboxylate), C(=O)(C(F)(F)F)O (TFA). Run in ClCCl (dichloromethane). Conditions: time 5 hour. Product: ClC=1C=C(C=CC1F)NC=1C2=C(N=CN1)SC1=C2CCN(C1)C(\C=C\CN1CCNCC1)=O (N-(3-Chloro-4-fluorophenyl)-7-[(2E)-4-piperazin-1-ylbut-2-enoyl]-5,6,7,8-tetrahydropyrido[4′,3′:4,5]thieno[2,3-d]pyrimidin-4-amine). Yield: 87.0%. Reaction SMILES: [Cl:1][C:2]1[CH:3]=[C:4]([NH:9][C:10]2[C:11]3[C:18]4[CH2:19][CH2:20][N:21]([C:23](=[O:40])/[CH:24]=[CH:25]/[CH2:26][N:27]5[CH2:32][CH2:31][N:30](C(OC(C)(C)C)=O)[CH2:29][CH2:28]5)[CH2:22][C:17]=4[S:16][C:12]=3[N:13]=[CH:14][N:15]=2)[CH:5]=[CH:6][C:7]=1[F:8].C(O)(C(F)(F)F)=O>ClCCl>[Cl:1][C:2]1[CH:3]=[C:4]([NH:9][C:10]2[C:11]3[C:18]4[CH2:19][CH2:20][N:21]([C:23](=[O:40])/[CH:24]=[CH:25]/[CH2:26][N:27]5[CH2:28][CH2:29][NH:30][CH2:31][CH2:32]5)[CH2:22][C:17]=4[S:16][C:12]=3[N:13]=[CH:14][N:15]=2)[CH:5]=[CH:6][C:7]=1[F:8]. Reported procedure: To a solution of tert-butyl 4-[(2E)-4-{4-[(3-chloro-4-fluorophenyl)amino]-5,8-dihydropyrido-[4′,3′:4,5]thieno[2,3-d]pyrimidin-7(6H)-yl}-4-oxobut-2-en-1-yl]piperazine-1-carboxylate from Example 3 (150 mg, 0.255 mmol) in dichloromethane (15 mL) was added TFA (1.0 mL, 13 mmol), and the mixture was stirred at rt for 5 h. The solvent was removed in vacuo. 1 M aqueous sodium hydroxide solution was added, and the mixture was extracted with ethyl acetate. The organic layer was dried over sodium sulfate,... Starting materials: Cn1c(COc2ccc(CC3SC(=O)N(C(c4ccccc4)(c4ccccc4)c4ccccc4)C3=O)cc2)nc2cc(Br)cnc21, CC(=O)O, O. Yields the product Cn1c(COc2ccc(CC3SC(=O)NC3=O)cc2)nc2cc(Br)cnc21. Reaction SMILES: [Br:1][c:2]1[cH:3][c:4]2[c:5]([n:6][cH:7]1)[n:8]([CH3:46])[c:9]([CH2:11][O:12][c:13]1[cH:14][cH:15][c:16]([CH2:17][CH:18]3[C:19](=[O:43])[N:20]([C:24]([c:25]4[cH:26][cH:27][cH:28][cH:29][cH:30]4)([c:31]4[cH:32][cH:33][cH:34][cH:35][cH:36]4)[c:37]4[cH:38][cH:39][cH:40][cH:41][cH:42]4)[C:21](=[O:23])[S:22]3)[cH:44][cH:45]1)[n:10]2.[CH3:47][C:48](=[O:49])[OH:50].[OH2:51]>>[Br:1][c:2]1[cH:3][c:4]2[c:5]([n:6][cH:7]1)[n:8]([CH3:46])[c:9]([CH2:11][O:12][c:13]1[cH:14][cH:15][c:16]([CH2:17][CH:18]3[C:19](=[O:43])[NH:20][C:21](=[O:23])[S:22]3)[cH:44][cH:45]1)[n:10]2.